This data is from the Open Reaction Database (ORD), a public repository of structured organic reaction records. The task is: describe an organic reaction: reactants, conditions, products, and yield The reactants are ClCCl, CSc1nc(N)cc(-c2ccco2)c1C#N, O=S(=O)(c1ccccc1)N1OC1c1ccccc1. Yields the product CS(=O)c1nc(N)cc(-c2ccco2)c1C#N. As a reaction SMILES: [Cl:35][CH2:36][Cl:37].[NH2:1][c:2]1[n:3][c:4]([S:15][CH3:16])[c:5]([C:6]#[N:7])[c:8](-[c:10]2[o:11][cH:12][cH:13][cH:14]2)[cH:9]1.[c:17]1([CH:18]2[N:19]([S:20]([c:21]3[cH:22][cH:23][cH:24][cH:26][cH:27]3)(=[O:28])=[O:29])[O:25]2)[cH:30][cH:31][cH:32][cH:33][cH:34]1>>[NH2:1][c:2]1[n:3][c:4]([S:15]([CH3:16])=[O:25])[c:5]([C:6]#[N:7])[c:8](-[c:10]2[o:11][cH:12][cH:13][cH:14]2)[cH:9]1. Starting materials: Cl (HCl), O (water), C(C1=CC=CC=C1)OC(=O)NC1=C(C=C(C=C1)C1=CC(=NC=C1)C(=O)OC)F (Methyl 4-(4-benzyloxycarbonylamino-3-fluorophenyl)pyridine-2-carboxylate), O.[OH-].[Li+] (Lithium hydroxide monohydrate). The solvent is CCCCCC (hexane), C(C)OCC (diethyl ether), C(C)O (ethanol), CO (methanol), CN(C=O)C (N,N-dimethylformamide). The product is C(C1=CC=CC=C1)OC(=O)NC1=C(C=C(C=C1)C1=CC(=NC=C1)C(=O)O)F (4-(4-Benzyloxycarbonylamino-3-fluorophenyl)pyridine-2-carboxylic acid). Yield: 86.1%. Reaction SMILES: [CH2:1]([O:8][C:9]([NH:11][C:12]1[CH:17]=[CH:16][C:15]([C:18]2[CH:23]=[CH:22][N:21]=[C:20]([C:24]([O:26]C)=[O:25])[CH:19]=2)=[CH:14][C:13]=1[F:28])=[O:10])[C:2]1[CH:7]=[CH:6][CH:5]=[CH:4][CH:3]=1.O.O.[OH-].[Li+].Cl>C(O)C.CO.CN(C)C=O.CCCCCC.C(OCC)C>[CH2:1]([O:8][C:9]([NH:11][C:12]1[CH:17]=[CH:16][C:15]([C:18]2[CH:23]=[CH:22][N:21]=[C:20]([C:24]([OH:26])=[O:25])[CH:19]=2)=[CH:14][C:13]=1[F:28])=[O:10])[C:2]1[CH:3]=[CH:4][CH:5]=[CH:6][CH:7]=1 |f:2.3.4|. Reported procedure: Methyl 4-(4-benzyloxycarbonylamino-3-fluorophenyl)pyridine-2-carboxylate (1.02 g) was dissolved in a mixed solvent of ethanol (25 ml), methanol (50 ml) and N,N-dimethylformamide (7.5 ml), and then water (7.5 ml) was added. Lithium hydroxide monohydrate (185 mg) was added thereto at room temperature while stirring, followed by stirring at room temperature for 1.5 hrs. To the reaction mixture was added 1 N HCl (30 ml), followed by concentrating under a reduced pressure. To the resultant residue wa... Reactants: C(CC)S(=O)(=O)N1CC(C1)(C1=NC=CC=C1)CN (1-[1-(propylsulfonyl)-3-pyridin-2-ylazetidin-3-yl]methanamine), CCN(C(C)C)C(C)C (i-Pr2NEt), ClC1=C(C(=O)Cl)C=CC(=C1)Cl (2,4-dichlorobenzoyl chloride). Solvent: C(Cl)Cl (CH2Cl2). Run at time 3 hour. The product is ClC1=C(C(=O)NCC2(CN(C2)S(=O)(=O)CCC)C2=NC=CC=C2)C=CC(=C1)Cl (2,4-dichloro-N-{[1-(propylsulfonyl)-3-pyridin-2-ylazetidin-3-yl]methyl}benzamide). RXN SMILES: [CH2:1]([S:4]([N:7]1[CH2:10][C:9]([CH2:17][NH2:18])([C:11]2[CH:16]=[CH:15][CH:14]=[CH:13][N:12]=2)[CH2:8]1)(=[O:6])=[O:5])[CH2:2][CH3:3].CCN(C(C)C)C(C)C.[Cl:28][C:29]1[CH:37]=[C:36]([Cl:38])[CH:35]=[CH:34][C:30]=1[C:31](Cl)=[O:32]>C(Cl)Cl>[Cl:28][C:29]1[CH:37]=[C:36]([Cl:38])[CH:35]=[CH:34][C:30]=1[C:31]([NH:18][CH2:17][C:9]1([C:11]2[CH:16]=[CH:15][CH:14]=[CH:13][N:12]=2)[CH2:10][N:7]([S:4]([CH2:1][CH2:2][CH3:3])(=[O:5])=[O:6])[CH2:8]1)=[O:32]. Procedure: A solution of 1-[1-(propylsulfonyl)-3-pyridin-2-ylazetidin-3-yl]methanamine (II-2, 10 mg, 0.04 mmol) in CH2Cl2 (1 mL) was treated with i-Pr2NEt (0.1 mL, 0.58 mmol), 2,4-dichlorobenzoyl chloride (20 μL, 0.14 mmol), and stirred at room temperature. After 3 h, volatiles were removed under a stream of N2 and the residue purified by reverse phase HPLC to afford 2,4-dichloro-N-{[1-(propylsulfonyl)-3-pyridin-2-ylazetidin-3-yl]methyl}benzamide (II-3) as a white amorphous solid. Reactants: [OH-].[K+] (potassium hydroxide), [Cl-].[Ca+2].[Cl-] (calcium chloride), C(C)OC(=O)C(CC(=O)O)=C(C1=CC=C(C=C1)S(=O)(=O)C)C1=CC=C(C=C1)F (3-ethoxycarbonyl-4-(4-fluorophenyl)-4-(4-methanesulphonylphenyl)-3-butenoic acid), Cl (hydrochloric acid), [BH4-].[Na+] (sodium borohydride). Run in C(C)O (ethanol), O (water), C(C)O (ethanol). Conditions: time 4 hour. Yields the product FC1=CC=C(C=C1)C(C1=CC=C(C=C1)S(=O)(=O)C)=C1CC(OC1)=O (4-[1-(4-fluorophenyl)-1-(4-methanesulphonylphenyl)methylidene]-dihydrofuran-2-one). RXN SMILES: [Cl-].[Ca+2].[Cl-].C(O[C:7]([C:9](=[C:14]([C:25]1[CH:30]=[CH:29][C:28]([F:31])=[CH:27][CH:26]=1)[C:15]1[CH:20]=[CH:19][C:18]([S:21]([CH3:24])(=[O:23])=[O:22])=[CH:17][CH:16]=1)[CH2:10][C:11]([OH:13])=[O:12])=O)C.[BH4-].[Na+].[OH-].[K+].Cl>C(O)C.O>[F:31][C:28]1[CH:29]=[CH:30][C:25]([C:14](=[C:9]2[CH2:7][O:13][C:11](=[O:12])[CH2:10]2)[C:15]2[CH:16]=[CH:17][C:18]([S:21]([CH3:24])(=[O:22])=[O:23])=[CH:19][CH:20]=2)=[CH:26][CH:27]=1 |f:0.1.2,4.5,6.7|. Procedure: 13.6 g of powdered anhydrous calcium chloride are added to a solution of 3-ethoxycarbonyl-4-(4-fluorophenyl)-4-(4-methanesulphonylphenyl)-3-butenoic acid, prepared in Example 43, in 500 ml of ethanol. The mixture is stirred at room temperature and a solution of 7.5 g of sodium borohydride in a mixture composed of 1.5 g of potassium hydroxide, 10 ml of water and 10 ml of ethanol is added dropwise while cooling with an ice bath. After 4 hours at room temperature, the reaction medium is cooled to 0... Product: Nc1ncnc2[nH]cnc12. As a reaction SMILES: [CH3:1][P:2](=[O:3])([O-:4])[O-:5].[ClH:17].[NH4+:15].[OH-:16].[n:6]1[cH:7][n:8][c:9]2[n:10][cH:11][nH:12][c:13]2[cH:14]1>>[n:6]1[cH:7][n:8][c:9]2[nH:10][cH:11][n:12][c:13]2[c:14]1[NH2:15]. The reactants are CP(=O)([O-])[O-], Cl, [NH4+], [OH-], c1ncc2[nH]cnc2n1. Starting materials: [Si](C)(C)(C)C(F)(F)F (TMSCF3), CC(C)(C)[O-].[K+] (KOtBu), C1(CC1)C(=O)C=1SC(=CN1)C1=CC(=CC=C1)NC1=NC=CC(=N1)C(F)(F)F (cyclopropyl[5-(3-{[4-(trifluoromethyl)pyrimidin-2-yl]amino}phenyl)-1,3-thiazol-2-yl]methanone), FC(F)(F)[Si](C)(C)C ((trifluoromethyl)trimethylsilane), CCCC[N+](CCCC)(CCCC)CCCC.[F-] (TBAF), Cl (HCl), [Si](C)(C)(C)C(F)(F)F (TMSCF3), [F-].C[N+](C)(C)C (tetramethyammonium fluoride). The reagents and catalysts are CCCC[N+](CCCC)(CCCC)CCCC.[F-] (TBAF). Solvent: O1CCCC1 (tetrahydrofuran), CCOCC (ether). Run at time 4 hour. The product is C1(CC1)C(C(F)(F)F)(O)C=1SC(=CN1)C1=CC(=CC=C1)NC1=NC=CC(=N1)C(F)(F)F (1-cyclopropyl-2,2,2-trifluoro-1-[5-(3-{[4-(trifluoromethyl)-pyrimidin-2-yl]amino}phenyl)-1,3-thiazol-2-yl]ethanol). The yield is 67.6%. Reaction SMILES: [CH:1]1([C:4]([C:6]2[S:7][C:8]([C:11]3[CH:16]=[CH:15][CH:14]=[C:13]([NH:17][C:18]4[N:23]=[C:22]([C:24]([F:27])([F:26])[F:25])[CH:21]=[CH:20][N:19]=4)[CH:12]=3)=[CH:9][N:10]=2)=[O:5])[CH2:3][CH2:2]1.[F:28][C:29]([Si](C)(C)C)([F:31])[F:30].[F-].C[N+](C)(C)C.CC([O-])(C)C.[K+].CCCC[N+](CCCC)(CCCC)CCCC.[F-].Cl>O1CCCC1.CCCC[N+](CCCC)(CCCC)CCCC.[F-].CCOCC>[CH:1]1([C:4]([C:6]2[S:7][C:8]([C:11]3[CH:16]=[CH:15][CH:14]=[C:13]([NH:17][C:18]4[N:23]=[C:22]([C:24]([F:25])([F:26])[F:27])[CH:21]=[CH:20][N:19]=4)[CH:12]=3)=[CH:9][N:10]=2)([OH:5])[C:29]([F:31])([F:30])[F:28])[CH2:3][CH2:2]1 |f:2.3,4.5,6.7,10.11|. Reported procedure: TBAF (1 M, 3.71 μL, 3.71 μmol) was added to a stirred, cooled (0° C.) mixture of cyclopropyl[5-(3-{[4-(trifluoromethyl)pyrimidin-2-yl]amino}phenyl)-1,3-thiazol-2-yl]methanone (29 mg, 0.074 mmol) and (trifluoromethyl)trimethylsilane (14.24 μL, 0.089 mmol) in tetrahydrofuran (0.2 mL) and the mixture was stirred at room temperature for 4 h. Additional TMSCF3 (20 μL) and tetramethyammonium fluoride (0.811 mg, 7.43 μmol) were added and the mixture was left to stir overnight. Additional TMSCF3 (22 μL)... The reactants are C1(CCCC1)CN (cyclopentylmethyamine), Cl.C1=CC=CC=2C3C4=CC=CC=C4C(C12)(C3)CN3CCC(CC3)N=C=O ([(9,10-dihydro-9,10-methanoanthracen-9-ylmethyl)-4-piperidyl]isocyanate hydrochloride). Run in C(Cl)Cl (methylene chloride). Run at time 0.5 hour. The product is C1=CC=CC=2C3C4=CC=CC=C4C(C12)(C3)CN3CCC(CC3)NC(=O)NCC3CCCC3 (1-[1-(9,10-Dihydro-9,10-methanoanthracen-9-ylmethyl)-4-piperidyl]-3-(cyclopentylmethyl)urea). The yield is 35.1%. Reaction SMILES: [CH:1]1([CH2:6][NH2:7])[CH2:5][CH2:4][CH2:3][CH2:2]1.Cl.[CH:9]1[C:22]2[C:21]3([CH2:24][N:25]4[CH2:30][CH2:29][CH:28]([N:31]=[C:32]=[O:33])[CH2:27][CH2:26]4)[CH2:23][CH:14]([C:15]4[C:20]3=[CH:19][CH:18]=[CH:17][CH:16]=4)[C:13]=2[CH:12]=[CH:11][CH:10]=1>C(Cl)Cl>[CH:19]1[C:20]2[C:21]3([CH2:24][N:25]4[CH2:30][CH2:29][CH:28]([NH:31][C:32]([NH:7][CH2:6][CH:1]5[CH2:5][CH2:4][CH2:3][CH2:2]5)=[O:33])[CH2:27][CH2:26]4)[CH2:23][CH:14]([C:13]4[C:22]3=[CH:9][CH:10]=[CH:11][CH:12]=4)[C:15]=2[CH:16]=[CH:17][CH:18]=1 |f:1.2|. Procedure: To a cold (ice bath) stirred solution of cyclopentylmethyamine (664 mg, 6.70 mmol) in methylene chloride (5 mL) was added [(9,10-dihydro-9,10-methanoanthracen-9-ylmethyl)-4-piperidyl]isocyanate hydrochloride (221 mg, 0.67 mmol). After stirring the resulting mixture for 0.5 h, at 0° C., the cooling bath was removed and the reaction was allowed to reach ambient temperature. After stirring for 18 h, the reaction mixture was treated with 1N sodium hydroxide and extracted with methylene chloride (2×5... The reactants are CCN(C(C)C)C(C)C, O=C(O)C(=O)c1c[nH]c2c(Cl)ccnc12, CN(C)C=O, N#CC(=C1CCNCC1)c1ccccc1. Product: N#CC(=C1CCN(C(=O)C(=O)c2c[nH]c3c(Cl)ccnc23)CC1)c1ccccc1. As a reaction SMILES: [CH2:31]([N:32]([CH:33]([CH3:34])[CH3:35])[CH:36]([CH3:37])[CH3:38])[CH3:39].[Cl:1][c:2]1[c:3]2[c:4]([n:5][cH:6][cH:7]1)[c:8]([C:11]([C:12](=[O:13])[OH:14])=[O:15])[cH:9][nH:10]2.[O:40]=[CH:41][N:42]([CH3:43])[CH3:44].[c:16]1([C:22]([C:23]#[N:24])=[C:25]2[CH2:26][CH2:27][NH:28][CH2:29][CH2:30]2)[cH:17][cH:18][cH:19][cH:20][cH:21]1>>[Cl:1][c:2]1[c:3]2[c:4]([n:5][cH:6][cH:7]1)[c:8]([C:11]([C:12](=[O:14])[N:28]1[CH2:27][CH2:26][C:25](=[C:22]([c:16]3[cH:17][cH:18][cH:19][cH:20][cH:21]3)[C:23]#[N:24])[CH2:30][CH2:29]1)=[O:15])[cH:9][nH:10]2. Starting materials: FC1=CC=C(C=C1)N1N=CC=2C1=NC=CC2B(O)O (1-(4-fluorophenyl)-1H-pyrazolo[3,4-b]pyridin-4-ylboronic acid), IC=1C=NC=CC1OC (3-iodo-4-methoxypyridine), C([O-])([O-])=O.[Na+].[Na+] (sodium carbonate). The reagents and catalysts are C=1C=CC(=CC1)[P](C=2C=CC=CC2)(C=3C=CC=CC3)[Pd]([P](C=4C=CC=CC4)(C=5C=CC=CC5)C=6C=CC=CC6)([P](C=7C=CC=CC7)(C=8C=CC=CC8)C=9C=CC=CC9)[P](C=1C=CC=CC1)(C=1C=CC=CC1)C=1C=CC=CC1 (tetrakis(triphenylphosphine)palladium(0)). The solvent is CCO.COCCOC.O (EtOH DME H2O). Reaction conditions: temperature 105 celsius. The product is FC1=CC=C(C=C1)N1N=CC=2C1=NC=CC2C=2C=NC=CC2OC (1-(4-fluorophenyl)-4-(4-methoxypyridin-3-yl)-1H-pyrazolo[3,4-b]pyridine). Yield: 31.4%. As a reaction SMILES: [F:1][C:2]1[CH:7]=[CH:6][C:5]([N:8]2[C:12]3=[N:13][CH:14]=[CH:15][C:16](B(O)O)=[C:11]3[CH:10]=[N:9]2)=[CH:4][CH:3]=1.I[C:21]1[CH:22]=[N:23][CH:24]=[CH:25][C:26]=1[O:27][CH3:28].C(=O)([O-])[O-].[Na+].[Na+]>C1C=CC([P]([Pd]([P](C2C=CC=CC=2)(C2C=CC=CC=2)C2C=CC=CC=2)([P](C2C=CC=CC=2)(C2C=CC=CC=2)C2C=CC=CC=2)[P](C2C=CC=CC=2)(C2C=CC=CC=2)C2C=CC=CC=2)(C2C=CC=CC=2)C2C=CC=CC=2)=CC=1.CCO.COCCOC.O>[F:1][C:2]1[CH:7]=[CH:6][C:5]([N:8]2[C:12]3=[N:13][CH:14]=[CH:15][C:16]([C:21]4[CH:22]=[N:23][CH:24]=[CH:25][C:26]=4[O:27][CH3:28])=[C:11]3[CH:10]=[N:9]2)=[CH:4][CH:3]=1 |f:2.3.4,6.7.8,^1:38,40,59,78|. Reported procedure: Example 6 was prepared according to the general procedure of Example 1, except that the reaction mixture was heated at 105° C. for 2.25 h and using the following materials: Intermediate 5A (38.0 mg, 0.148 mmol), 3-iodo-4-methoxypyridine (86.2 mg, 0.367 mmol), sodium carbonate (56.1 mg, 0.529 mmol), degassed EtOH:DME:H2O (1.2:2.5:1.0 ratio) (1.5 mL) and tetrakis(triphenylphosphine)palladium(0) (17 mg, 0.015 mmol). Example 6 was isolated as an off white solid (14.9 mg, 31.1%). Purification was don...